From a dataset of the Open Reaction Database (ORD), a public repository of structured organic reaction records. describe an organic reaction: reactants, conditions, products, and yield Reactants: C[Al](C)C, COc1cc(CCc2cc(N)[nH]n2)cc(OC)c1, Cc1ccccc1, CC(C)=O, COC(=O)c1ccc(N2CCN(C(=O)OC(C)(C)C)CC2)s1. Product: COc1cc(CCc2cc(NC(=O)c3ccc(N4CCN(C(=O)OC(C)(C)C)CC4)s3)[nH]n2)cc(OC)c1. Reaction SMILES: [CH3:1][Al:2]([CH3:3])[CH3:4].[CH3:27][O:28][c:29]1[cH:30][c:31]([CH2:37][CH2:38][c:39]2[cH:40][c:41]([NH2:44])[nH:42][n:43]2)[cH:32][c:33]([O:35][CH3:36])[cH:34]1.[CH3:45][c:46]1[cH:47][cH:48][cH:49][cH:50][cH:51]1.[CH3:52][C:53](=[O:54])[CH3:55].[CH3:5][O:6][C:7](=[O:8])[c:9]1[cH:10][cH:11][c:12]([N:14]2[CH2:15][CH2:16][N:17]([C:20](=[O:21])[O:22][C:23]([CH3:24])([CH3:25])[CH3:26])[CH2:18][CH2:19]2)[s:13]1>>[C:7](=[O:8])([c:9]1[cH:10][cH:11][c:12]([N:14]2[CH2:15][CH2:16][N:17]([C:20](=[O:21])[O:22][C:23]([CH3:24])([CH3:25])[CH3:26])[CH2:18][CH2:19]2)[s:13]1)[NH:44][c:41]1[cH:40][c:39]([CH2:38][CH2:37][c:31]2[cH:30][c:29]([O:28][CH3:27])[cH:34][c:33]([O:35][CH3:36])[cH:32]2)[n:43][nH:42]1. The reactants are Cc1cccc(C)c1NC(=O)CCl, CCO, O=C1CCNCC1. Yields the product Cc1cccc(C)c1NC(=O)CN1CCC(=O)CC1. Reaction SMILES: [CH3:1][c:2]1[c:3]([NH:9][C:10](=[O:11])[CH2:12][Cl:13])[c:4]([CH3:8])[cH:5][cH:6][cH:7]1.[CH3:21][CH2:22][OH:23].[NH:14]1[CH2:15][CH2:16][C:17](=[O:20])[CH2:18][CH2:19]1>>[CH3:1][c:2]1[c:3]([NH:9][C:10](=[O:11])[CH2:12][N:14]2[CH2:15][CH2:16][C:17](=[O:20])[CH2:18][CH2:19]2)[c:4]([CH3:8])[cH:5][cH:6][cH:7]1. The reactants are C(C1=CC=CC=C1)(C1=CC=CC=C1)N1CC(C1)(C)Cl (1-benzhydryl-3-chloro-3-methyl-azetidine), [N-]=[N+]=[N-].[Na+] (NaN3). Solvent: CN(C)C=O (DMF). Run at temperature 100 celsius, time 8 hour. Yields the product N(=[N+]=[N-])C1(CN(C1)C(C1=CC=CC=C1)C1=CC=CC=C1)C (3-azido-1-benzhydryl-3-methyl-azetidine). Isolated yield 102.1%. RXN SMILES: [CH:1]([N:14]1[CH2:17][C:16](Cl)([CH3:18])[CH2:15]1)([C:8]1[CH:13]=[CH:12][CH:11]=[CH:10][CH:9]=1)[C:2]1[CH:7]=[CH:6][CH:5]=[CH:4][CH:3]=1.[N-:20]=[N+:21]=[N-:22].[Na+]>CN(C=O)C>[N:20]([C:16]1([CH3:18])[CH2:17][N:14]([CH:1]([C:8]2[CH:13]=[CH:12][CH:11]=[CH:10][CH:9]=2)[C:2]2[CH:7]=[CH:6][CH:5]=[CH:4][CH:3]=2)[CH2:15]1)=[N+:21]=[N-:22] |f:1.2|. Reported procedure: A mixture of 1-benzhydryl-3-chloro-3-methyl-azetidine (2 g, 7.39 mmol) and NaN3 (0.8 g, 12.31 mmol) was dissolved in DMF (30 mL) and the mixture was stirred at 100° C. overnight. The mixture was cooled to ambient temperature and partitioned between water (150 mL) and DCM (50 mL). The organic phase was washed with brine (3×30 mL), dried over anhydrous Na2SO4 and concentrated in vacuo to give 3-azido-1-benzhydryl-3-methyl-azetidine as a yellow oil (2.1 g, 100%), which was used directly in the next... Product: CCCC(CCC)c1cccc2nc(Cl)n(C)c12. The reactants are CCCC(CCC)c1cccc2[nH]c(=O)n(C)c12, CCOC(C)=O, O=P(Cl)(Cl)Cl. Reaction SMILES: [CH3:1][n:2]1[c:3](=[O:18])[nH:4][c:5]2[c:6]1[c:7]([CH:11]([CH2:12][CH2:13][CH3:14])[CH2:15][CH2:16][CH3:17])[cH:8][cH:9][cH:10]2.[CH3:24][CH2:25][O:26][C:27](=[O:28])[CH3:29].[P:19]([Cl:20])([Cl:21])([Cl:22])=[O:23]>>[CH3:1][n:2]1[c:3]([Cl:21])[n:4][c:5]2[c:6]1[c:7]([CH:11]([CH2:12][CH2:13][CH3:14])[CH2:15][CH2:16][CH3:17])[cH:8][cH:9][cH:10]2. Starting materials: Cl (HCl), NC1=C(C=C(C=C1)C(F)(F)F)C(=O)C1=C(C=CC(=C1)Cl)O ([2-amino-5-(trifluoromethyl)phenyl](5-chloro-2-hydroxyphenyl)methanone), N1=CC=CC=C1 (pyridine), CC(C(=O)Cl)C(=O)Cl (methyl malonyl chloride). The solvent is C(Cl)Cl (methylene chloride), C(Cl)Cl (methylene chloride). Reaction conditions: time 2 hour. Yields the product ClC=1C=CC(=C(C1)C1=C(C(NC2=CC=C(C=C12)C(F)(F)F)=O)CO)O (4-(5-Chloro-2-hydroxyphenyl)-3-(hydroxymethyl)-6-(trifluoromethyl)-2(1H)-quinolinone). RXN SMILES: [NH2:1][C:2]1[CH:7]=[CH:6][C:5]([C:8]([F:11])([F:10])[F:9])=[CH:4][C:3]=1[C:12]([C:14]1[CH:19]=[C:18]([Cl:20])[CH:17]=[CH:16][C:15]=1[OH:21])=O.N1C=CC=CC=1.C[CH:29]([C:33](Cl)=[O:34])[C:30](Cl)=[O:31].Cl>C(Cl)Cl>[Cl:20][C:18]1[CH:17]=[CH:16][C:15]([OH:21])=[C:14]([C:12]2[C:3]3[C:2](=[CH:7][CH:6]=[C:5]([C:8]([F:11])([F:10])[F:9])[CH:4]=3)[NH:1][C:30](=[O:31])[C:29]=2[CH2:33][OH:34])[CH:19]=1. Procedure details: To a solution of [2-amino-5-(trifluoromethyl)phenyl](5-chloro-2-hydroxyphenyl)methanone (0.5 g, 1.58 mmol) and pyridine (0.25 mL, 3.17 mmol) in methylene chloride (15 mL), a solution of methyl malonyl chloride (0.34 mL, 3.17 mmol) in methylene chloride (10 mL) was added dropwise at 0° C. The reaction mixture was then allowed to warm to room temperature and stirred for 2 hours. The reaction mixture was acidified with 1N HCl and the organic layer was separated. It was then washed with saturated Na...